Task: describe an organic reaction: reactants, conditions, products, and yield. Dataset: the Open Reaction Database (ORD), a public repository of structured organic reaction records Reactants: CC1(C(C(C1=O)(C)C)=O)C (2,2,4,4-tetramethylcyclobutane-1,3-dione), C[O-].[Na+] (sodium methylate), O1CCCC1 (tetrahydrofuran), C[Si](C)(C)Cl (trimethylsilyl chloride). Product: CC(CC(=O)OC)(C(=C(C)C)O[SiH3])C (Methyl 2,2,4-Trimethyl-3-silyloxypent-3-enecarboxylate). As a reaction SMILES: [CH3:1][C:2]1([CH3:10])[C:5](=O)[C:4]([CH3:8])([CH3:7])[C:3]1=[O:9].[CH3:11][O-:12].[Na+].C[Si:15](Cl)(C)C.[O:19]1[CH2:23]CCC1>>[CH3:10][C:2]([CH3:1])([C:3]([O:9][SiH3:15])=[C:4]([CH3:7])[CH3:8])[CH2:5][C:11]([O:19][CH3:23])=[O:12] |f:1.2|. Reported procedure: 84 g (0.6 mol) of 2,2,4,4-tetramethylcyclobutane-1,3-dione and 32.4 g (0.6 mol) of sodium methylate were mixed together in 320 ml of tetrahydrofuran. 65.1 g (0.6 mol) of trimethylsilyl chloride were added dropwise and the mixture was stirred. The reaction mixture was then concentrated and the residue was taken up with diethyl ether. The solid was filtered off with suction and the mother liquor was concentrated. Yield: 135 g (89%). Reactants: C1=C(C=CC=C1S)C (thio-m-cresol), BrCC=C(CCC=C(C)C)C (1-bromo-3,7-dimethyl-octa-2,6-diene). Product: C1(=CC(=CC=C1)SCC=C(CCC=C(C)C)C)C (3,7-dimethyl-octa-2,6-dienyl m-tolyl sulphide). Reaction SMILES: [CH:1]1[C:6]([SH:7])=[CH:5][CH:4]=[CH:3][C:2]=1[CH3:8].Br[CH2:10][CH:11]=[C:12]([CH3:19])[CH2:13][CH2:14][CH:15]=[C:16]([CH3:18])[CH3:17]>>[C:2]1([CH3:8])[CH:3]=[CH:4][CH:5]=[C:6]([S:7][CH2:10][CH:11]=[C:12]([CH3:19])[CH2:13][CH2:14][CH:15]=[C:16]([CH3:18])[CH3:17])[CH:1]=1. Procedure details: thio-m-cresol is reacted with 1-bromo-3,7-dimethyl-octa-2,6-diene to produce 3,7-dimethyl-octa-2,6-dienyl m-tolyl sulphide (b.p. 122°C/0.07 mmHg); The reactants are O=C(OC(Cl)(Cl)Cl)Cl (diphosgene), C(C)(C)(C)OC(CN)=O (glycine tert-butyl ester), C (charcoal). The solvent is O1CCOCC1 (dioxane). Product: [N-]=C=O.C(C)(C)(C)OC(CN)=O (glycine tert-butyl ester isocyanate). Reaction SMILES: O=C(Cl)[O:3][C:4](Cl)(Cl)Cl.[C:9]([O:13][C:14](=[O:17])[CH2:15][NH2:16])([CH3:12])([CH3:11])[CH3:10].C>O1CCOCC1>[N-:16]=[C:4]=[O:3].[C:9]([O:13][C:14](=[O:17])[CH2:15][NH2:16])([CH3:12])([CH3:11])[CH3:10] |f:4.5|. Procedure: 0.35 mol diphosgene is added dropwise over 1 hour to a mixture of 0.28 mol of glycine tert-butyl ester and 0.4 g activated charcoal in 400 mL dioxane under N2. The reaction mixture is then heated and stirred at reflux for 21/2 hours. The reaction mixture is then cooled, filtered, and concentrated to dryness by rotary evaporator, keeping exposure to moisture to a minimum. The crude product is redissolved in 100 mL THF, and the pH of the solution is adjusted to 5.5-6.0 by addition of pyridine. The...